describe an organic reaction: reactants, conditions, products, and yield From a dataset of the Open Reaction Database (ORD), a public repository of structured organic reaction records. The reactants are C(C1=CC=CC=C1)OC(=O)N[C@H](C(=O)O)C ((S)-2-benzyloxycarbonylaminopropionic acid), C(C)(C)(C)OC(=O)N1CCC(CC1)NC1=C(C=CC=C1)N (4-(2-aminophenylamino)piperidine-1-carboxylic acid tertbutyl ester), C=1C=CC2=C(C1)N=NN2O (HOBt), CN1CCOCC1 (4-methylmorpholine), Cl.CN(CCCN=C=NCC)C (N-(3-dimethylaminopropyl)-N′-ethylcarbodiimide hydrochloride). The solvent is C(Cl)Cl (DCM), C(Cl)Cl (DCM). Conditions: time 3 hour. Product: C(C)(C)(C)OC(=O)N1CCC(CC1)NC1=C(C=CC=C1)NC([C@H](C)NC(=O)OCC1=CC=CC=C1)=O (4-[2-((S)-2-benzyloxycarbonylaminopropionylamino)phenylamino]piperidine-1-carboxylic acid tertbutyl ester). RXN SMILES: [CH2:1]([O:8][C:9]([NH:11][C@@H:12]([CH3:16])[C:13]([OH:15])=O)=[O:10])[C:2]1[CH:7]=[CH:6][CH:5]=[CH:4][CH:3]=1.[C:17]([O:21][C:22]([N:24]1[CH2:29][CH2:28][CH:27]([NH:30][C:31]2[CH:36]=[CH:35][CH:34]=[CH:33][C:32]=2[NH2:37])[CH2:26][CH2:25]1)=[O:23])([CH3:20])([CH3:19])[CH3:18].C1C=CC2N(O)N=NC=2C=1.CN1CCOCC1.Cl.CN(C)CCCN=C=NCC>C(Cl)Cl>[C:17]([O:21][C:22]([N:24]1[CH2:29][CH2:28][CH:27]([NH:30][C:31]2[CH:36]=[CH:35][CH:34]=[CH:33][C:32]=2[NH:37][C:13](=[O:15])[C@@H:12]([NH:11][C:9]([O:8][CH2:1][C:2]2[CH:3]=[CH:4][CH:5]=[CH:6][CH:7]=2)=[O:10])[CH3:16])[CH2:26][CH2:25]1)=[O:23])([CH3:20])([CH3:18])[CH3:19] |f:4.5|. Reported procedure: A mixture of (S)-2-benzyloxycarbonylaminopropionic acid (230 mg, 1.03 mmol), 4-(2-aminophenylamino)piperidine-1-carboxylic acid tertbutyl ester (200 mg, 0.686 mmol), HOBt (102 mg, 0.755 mmol), 4-methylmorpholine (166 μL, 1.51 mmol) and N-(3-dimethylaminopropyl)-N′-ethylcarbodiimide hydrochloride (197 mg, 1.03 mmol) in DCM (7 mL) was stirred at RT for 3 h. The reaction mixture was then diluted with additional DCM and the organic layer was washed with water, then dried and concentrated in vacuo af... Starting materials: Cc1ccnc(Nc2ncc(Sc3ccnc(C(=O)O)c3F)s2)c1, Cc1cc(C2(CN)CCN(C(=O)OC(C)(C)C)CC2)no1. Product: Cc1ccnc(Nc2ncc(Sc3ccnc(C(=O)NCC4(c5cc(C)on5)CCN(C(=O)OC(C)(C)C)CC4)c3F)s2)c1. As a reaction SMILES: [F:1][c:2]1[c:3]([C:22](=[O:23])[OH:24])[n:4][cH:5][cH:6][c:7]1[S:8][c:9]1[cH:10][n:11][c:12]([NH:14][c:15]2[n:16][cH:17][cH:18][c:19]([CH3:21])[cH:20]2)[s:13]1.[NH2:25][CH2:26][C:27]1([c:40]2[n:41][o:42][c:43]([CH3:45])[cH:44]2)[CH2:28][CH2:29][N:30]([C:33](=[O:34])[O:35][C:36]([CH3:37])([CH3:38])[CH3:39])[CH2:31][CH2:32]1>>[F:1][c:2]1[c:3]([C:22](=[O:24])[NH:25][CH2:26][C:27]2([c:40]3[n:41][o:42][c:43]([CH3:45])[cH:44]3)[CH2:28][CH2:29][N:30]([C:33](=[O:34])[O:35][C:36]([CH3:37])([CH3:38])[CH3:39])[CH2:31][CH2:32]2)[n:4][cH:5][cH:6][c:7]1[S:8][c:9]1[cH:10][n:11][c:12]([NH:14][c:15]2[n:16][cH:17][cH:18][c:19]([CH3:21])[cH:20]2)[s:13]1. Reactants: Oc1ccc(-c2ccc(Br)cc2)cc1, ClCCCBr, O=C([O-])[O-], CC#N, [K+], [K+]. The product is ClCCCOc1ccc(-c2ccc(Br)cc2)cc1. RXN SMILES: [Br:1][c:2]1[cH:3][cH:4][c:5](-[c:8]2[cH:9][cH:10][c:11]([OH:14])[cH:12][cH:13]2)[cH:6][cH:7]1.[Br:21][CH2:22][CH2:23][CH2:24][Cl:25].[C:15](=[O:16])([O-:17])[O-:18].[CH3:26][C:27]#[N:28].[K+:19].[K+:20]>>[Br:1][c:2]1[cH:3][cH:4][c:5](-[c:8]2[cH:9][cH:10][c:11]([O:14][CH2:22][CH2:23][CH2:24][Cl:25])[cH:12][cH:13]2)[cH:6][cH:7]1. Starting materials: C(C)N (ethylamine), 2-{, CS(=O)(=O)OCCC1=C(CCS(=O)(=O)[O-])C=CC(=C1)[N+](=O)[O-] (2-[(methylsulfonyl)oxyethyl}-4-nitrobenzylmethanesulfonate), Cl (hydrochloric acid). The solvent is C(Cl)(Cl)Cl (chloroform). Reaction conditions: time 12 hour. The product is C(C)N1CC2=CC=C(C=C2CC1)[N+](=O)[O-] (2-ethyl-6-nitro-1,2,3,4-tetrahydroisoquinoline). Reaction SMILES: [CH2:1]([NH2:3])[CH3:2].CS(O[CH2:9][CH2:10][C:11]1[CH:22]=[C:21]([N+:23]([O-:25])=[O:24])[CH:20]=[CH:19][C:12]=1[CH2:13]CS([O-])(=O)=O)(=O)=O.Cl>C(Cl)(Cl)Cl>[CH2:1]([N:3]1[CH2:9][CH2:10][C:11]2[C:12](=[CH:19][CH:20]=[C:21]([N+:23]([O-:25])=[O:24])[CH:22]=2)[CH2:13]1)[CH3:2]. Reported procedure: 7.65 mL of ethylamine was dropwise added to a chloroform (15 mL) solution of 1.08 g of 2-{2-[(methylsulfonyl)oxyethyl}-4-nitrobenzylmethanesulfonate, which had been produced according to the method described in Journal of Organic Chemistry, Vol. 63, pp. 4116-4119, and stirred for 12 hours. 1 N hydrochloric acid was added to the reaction solution, and stirred, and then the aqueous layer was separated. Aqueous 5 N sodium hydroxide solution was added to the resulting aqueous layer, extracted with c... Starting materials: [H-].[Na+] (Sodium hydride), COC=1C=C(C=CC1OC)C1=NNC(C1)=O (3-(3,4-dimethoxyphenyl)-4,5-dihydro-1H-pyrazol-5-one), ClC1=NC=NC2=CC(=C(C=C12)OC)OCCCN1CCOCC1 (4-chloro-6-methoxy-7-(3-morpholinopropoxy)quinazoline). Run in [Cl-].[NH4+] (ammonium chloride), CN(C)C=O (DMF). Reaction conditions: time 20 minute. The product is COC=1C=C(C=CC1OC)C1=CC(=NN1)OC1=NC=NC2=CC(=C(C=C12)OC)OCCCN1CCOCC1 (4-(5-(3,4-dimethoxyphenyl)pyrazol-3-yloxy)-6-methoxy-7-(3-morpholinopropoxy)quinazoline). Isolated yield 57.5%. As a reaction SMILES: [H-].[Na+].[CH3:3][O:4][C:5]1[CH:6]=[C:7]([C:13]2[CH2:17][C:16](=[O:18])[NH:15][N:14]=2)[CH:8]=[CH:9][C:10]=1[O:11][CH3:12].Cl[C:20]1[C:29]2[C:24](=[CH:25][C:26]([O:32][CH2:33][CH2:34][CH2:35][N:36]3[CH2:41][CH2:40][O:39][CH2:38][CH2:37]3)=[C:27]([O:30][CH3:31])[CH:28]=2)[N:23]=[CH:22][N:21]=1>CN(C=O)C.[Cl-].[NH4+]>[CH3:3][O:4][C:5]1[CH:6]=[C:7]([C:13]2[NH:14][N:15]=[C:16]([O:18][C:20]3[C:29]4[C:24](=[CH:25][C:26]([O:32][CH2:33][CH2:34][CH2:35][N:36]5[CH2:37][CH2:38][O:39][CH2:40][CH2:41]5)=[C:27]([O:30][CH3:31])[CH:28]=4)[N:23]=[CH:22][N:21]=3)[CH:17]=2)[CH:8]=[CH:9][C:10]=1[O:11][CH3:12] |f:0.1,5.6|. Reported procedure: Sodium hydride (40 mg, 1 mmol, prewashed with THF) was added to a suspension of 3-(3,4-dimethoxyphenyl)-4,5-dihydro-1H-pyrazol-5-one (220 mg, 1 mmol) in DMF (3 ml) under nitrogen. After stirring for 20 minutes at ambient temperature, 4-chloro-6-methoxy-7-(3-morpholinopropoxy)quinazoline (134 mg, 0.4 mmol), (prepared as described for the starting material in Example 2), was added and the mixture was heated for 30 minutes at 60° C. After cooling, the mixture was diluted with saturated aqueous ammo... Reactants: C[Si](O\C(=C/C)\CC)(C)C (Z-3-(trimethylsilyl)oxy-2-pentene), C(C=O)(=O)OCCCC (butyl glyoxylate), resultant mixture, C(O)([O-])=O.[Na+] (sodium hydrogencarbonate). Run in C(Cl)Cl (methylene chloride), C(Cl)Cl (methylene chloride). Run at time 30 minute. The product is OC(C(=O)OCCCC)C(C(=CC)O[Si](C)(C)C)C (butyl 2-hydroxy-3-methyl-4-(trimethylsilyl)oxy-4-hexenoate). The yield is 63.0%. As a reaction SMILES: [CH3:1][Si:2]([CH3:10])([CH3:9])[O:3]/[C:4](/[CH2:7][CH3:8])=[CH:5]\[CH3:6].[C:11]([O:15][CH2:16][CH2:17][CH2:18][CH3:19])(=[O:14])[CH:12]=[O:13].C(=O)([O-])O.[Na+]>C(Cl)Cl>[OH:13][CH:12]([CH:7]([CH3:8])[C:4]([O:3][Si:2]([CH3:10])([CH3:9])[CH3:1])=[CH:5][CH3:6])[C:11]([O:15][CH2:16][CH2:17][CH2:18][CH3:19])=[O:14] |f:2.3|. Reported procedure: To a solution of 21.6 mg (0.05 mmol) of a chiral titanium complex, (R)-1, in 3 ml of methylene chloride were added 157 mg (1 mmol) of Z-3-(trimethylsilyl)oxy-2-pentene and subsequently a solution of 130 mg (1 mmol) of freshly distilled butyl glyoxylate in 0.5 ml of methylene chloride at 0° C. After stirring for 30 minutes at that temperature, the resultant mixture was poured into 10 ml of a saturated sodium hydrogencarbonate aqueous solution at 0° C. The solution was filtered through a pad of Ce... Product: C(C)(C)NCCCC1(C2=CC=CC=C2C=2C=CC=CC12)C(=O)N (9-(3-isopropylaminopropyl)-9-aminocarbonylfluorene). The reagents and catalysts are [Pd] (palladium on carbon). Run in C(C)(=O)OCC (ethyl acetate). As a reaction SMILES: [NH2:1][CH2:2][CH2:3][CH2:4][C:5]1([C:18]([NH2:20])=[O:19])[C:17]2[CH:16]=[CH:15][CH:14]=[CH:13][C:12]=2[C:11]2[C:6]1=[CH:7][CH:8]=[CH:9][CH:10]=2.C(O)C.[CH3:24][C:25]([CH3:27])=O.[H][H]>[Pd].C(OCC)(=O)C>[CH:25]([NH:1][CH2:2][CH2:3][CH2:4][C:5]1([C:18]([NH2:20])=[O:19])[C:17]2[CH:16]=[CH:15][CH:14]=[CH:13][C:12]=2[C:11]2[C:6]1=[CH:7][CH:8]=[CH:9][CH:10]=2)([CH3:27])[CH3:24]. Reactants: NCCCC1(C2=CC=CC=C2C=2C=CC=CC12)C(=O)N (9-(3-Aminopropyl)-9-aminocarbonylfluorene), [H][H] (hydrogen), C(C)O (ethanol), CC(=O)C (acetone). Reaction conditions: time 2 hour. Procedure: A solution of 6.7 g. of 9-(3-aminopropyl)-9-aminocarbonylfluorene (prepared as described in Example 29) in 90 ml. of ethanol containing 1.6 g. of acetone was stirred at 40° C. for sixteen hours. The reaction mixture was then hydrogenated for two hours at ambient temperature in the presence of 2.0 g. of 5% palladium on carbon and hydrogen at a pressure of 60 psi. The reaction mixture next was filtered and the solvent was removed from the filtrate by evaporation to provide a foam. The foam was dis...